describe an organic reaction: reactants, conditions, products, and yield From a dataset of the Open Reaction Database (ORD), a public repository of structured organic reaction records. Starting materials: E1, FC=1C=C(C=C(C1OC1=CC(=C(C=C1)F)C(F)(F)F)F)CO ((3,5-difluoro-4-(4-fluoro-3-(trifluoromethyl)pheno-xy)phenyl)m-ethanol), ClC=1C=C2N(C(N1)=O)CCN2C (7-chloro-1-methyl-2,3-dihydroimidazo[1,2-c]pyrimidin-5(1H)-one), [H-].[Na+] (sodium hydride). The solvent is CN(C)C=O (DMF). Yields the product FC=1C=C(COC=2C=C3N(C(N2)=O)CCN3C)C=C(C1OC1=CC(=C(C=C1)F)C(F)(F)F)F (7-((3,5-difluoro-4-(4-fluoro-3-(trifluoromethyl)phenoxy)benzyl)oxy)-1-methyl-2,3-dihydroimidazo[1,2-c]pyrimidin-5(1H)-one). Reaction SMILES: Cl[C:2]1[CH:3]=[C:4]2[N:11]([CH3:12])[CH2:10][CH2:9][N:5]2[C:6](=[O:8])[N:7]=1.[H-].[Na+].[F:15][C:16]1[CH:17]=[C:18]([CH2:35][OH:36])[CH:19]=[C:20]([F:34])[C:21]=1[O:22][C:23]1[CH:28]=[CH:27][C:26]([F:29])=[C:25]([C:30]([F:33])([F:32])[F:31])[CH:24]=1>CN(C=O)C>[F:15][C:16]1[CH:17]=[C:18]([CH:19]=[C:20]([F:34])[C:21]=1[O:22][C:23]1[CH:28]=[CH:27][C:26]([F:29])=[C:25]([C:30]([F:33])([F:31])[F:32])[CH:24]=1)[CH2:35][O:36][C:2]1[CH:3]=[C:4]2[N:11]([CH3:12])[CH2:10][CH2:9][N:5]2[C:6](=[O:8])[N:7]=1 |f:1.2|. Reported procedure: Prepared in a manner similar to that described for E1 using 7-chloro-1-methyl-2,3-dihydroimidazo[1,2-c]pyrimidin-5(1H)-one (30 mg, 0.162 mmol), sodium hydride (12.93 mg, 0.323 mmol) and (3,5-difluoro-4-(4-fluoro-3-(trifluoromethyl)pheno-xy)phenyl)m-ethanol (52.1 mg, 0.162 mmol) in DMF (1.5 ml). Run in C1(=CC=CC=C1)C (toluene). The reactants are COC1=NC=CC=C1CN1CCC(CC1)CC(C1=CC=CC=C1)O (1-[(2-methoxy-3-pyridyl)methyl]-4-(2-hydroxy-2-phenylethyl)piperidine). Procedure: 2.2 g of 1-[(2-methoxy-3-pyridyl)methyl]-4-(2-hydroxy-2-phenylethyl)piperidine and 8.6 g of manganese dioxide were suspended in 35 ml of toluene, and the mixture was heated under reflux for 2 hours. The reaction solution was filtered, and the filtrate was evaporated. Then, the residue was purified and separated by silica gel column chromatography (ethyl acetate), to give 1.54 g of the title compound as a pale yellow oil. Reagents/catalysts: [O-2].[O-2].[Mn+4] (manganese dioxide). Yield: 70.4%. RXN SMILES: [CH3:1][O:2][C:3]1[C:8]([CH2:9][N:10]2[CH2:15][CH2:14][CH:13]([CH2:16][CH:17]([OH:24])[C:18]3[CH:23]=[CH:22][CH:21]=[CH:20][CH:19]=3)[CH2:12][CH2:11]2)=[CH:7][CH:6]=[CH:5][N:4]=1>C1(C)C=CC=CC=1.[O-2].[O-2].[Mn+4]>[CH3:1][O:2][C:3]1[C:8]([CH2:9][N:10]2[CH2:15][CH2:14][CH:13]([CH2:16][C:17](=[O:24])[C:18]3[CH:19]=[CH:20][CH:21]=[CH:22][CH:23]=3)[CH2:12][CH2:11]2)=[CH:7][CH:6]=[CH:5][N:4]=1 |f:2.3.4|. The product is COC1=NC=CC=C1CN1CCC(CC1)CC(C1=CC=CC=C1)=O (1-[(2-Methoxy-3-pyridyl)methyl]-4-(2-oxo-2-phenylethyl)piperidine). The reactants are CC(C)(C)OC(=O)NC(Cc1ccccc1)C1CO1, CNCCc1ccccc1. Product: CN(CCc1ccccc1)CC(O)C(Cc1ccccc1)NC(=O)OC(C)(C)C. RXN SMILES: [C:1]([CH3:2])([CH3:3])([CH3:4])[O:5][C:6]([NH:7][CH:8]([CH2:9][c:10]1[cH:11][cH:12][cH:13][cH:14][cH:15]1)[CH:16]1[O:17][CH2:18]1)=[O:19].[CH3:20][NH:21][CH2:22][CH2:23][c:24]1[cH:25][cH:26][cH:27][cH:28][cH:29]1>>[C:1]([CH3:2])([CH3:3])([CH3:4])[O:5][C:6]([NH:7][CH:8]([CH2:9][c:10]1[cH:11][cH:12][cH:13][cH:14][cH:15]1)[CH:16]([OH:17])[CH2:18][N:21]([CH3:20])[CH2:22][CH2:23][c:24]1[cH:25][cH:26][cH:27][cH:28][cH:29]1)=[O:19]. Starting materials: CC1=NC=CC(=C1)C#CC=1N=C(NC1)C (2-methyl-4-(2-methyl-1H-imidazol-4-ylethynyl)-pyridine), BrC1CCC1 (bromocyclobutane). The product is C1(CCC1)N1C(=NC(=C1)C#CC1=CC(=NC=C1)C)C (4-(1-Cyclobutyl-2-methyl-1H-imidazol-4-ylethynyl)-2-methyl-pyridine). RXN SMILES: [CH3:1][C:2]1[CH:7]=[C:6]([C:8]#[C:9][C:10]2[N:11]=[C:12]([CH3:15])[NH:13][CH:14]=2)[CH:5]=[CH:4][N:3]=1.Br[CH:17]1[CH2:20][CH2:19][CH2:18]1>>[CH:17]1([N:13]2[CH:14]=[C:10]([C:9]#[C:8][C:6]3[CH:5]=[CH:4][N:3]=[C:2]([CH3:1])[CH:7]=3)[N:11]=[C:12]2[CH3:15])[CH2:20][CH2:19][CH2:18]1. Procedure: The title compound, MS: m/e=252.4 (M+H+), was prepared in accordance with the general method of example 1 from 2-methyl-4-(2-methyl-1H-imidazol-4-ylethynyl)-pyridine and bromocyclobutane. Reactants: Cl.NO (Hydroxylamine hydrochloride), C(C)(=O)[O-].[Na+] (sodium acetate), CO (methanol), COC1=CC=C(C=C1)C(CC)=O (1-(4-Methoxyphenyl)propan-1-one). Solvent: O (Water). Run at time 30 minute. Yields the product COC1=CC=C(C=C1)C(CC)=NO (1-(4-Methoxyphenyl)propan-1-one oxime). The yield is 111.7%. RXN SMILES: Cl.[NH2:2][OH:3].C([O-])(=O)C.[Na+].CO.[CH3:11][O:12][C:13]1[CH:18]=[CH:17][C:16]([C:19](=O)[CH2:20][CH3:21])=[CH:15][CH:14]=1>O>[CH3:11][O:12][C:13]1[CH:18]=[CH:17][C:16]([C:19](=[N:2][OH:3])[CH2:20][CH3:21])=[CH:15][CH:14]=1 |f:0.1,2.3|. Procedure details: Hydroxylamine hydrochloride (7.0 g, 100 mmol) and sodium acetate (8.2 g, 100 mmol) were added to 50 mL of methanol and the resulting white slurry was stirred at room temperature for 30 min. 1-(4-Methoxyphenyl)propan-1-one (15 g, 91.4 mmol) was added and the mixture was stirred at room temperature for 20 hours, and then refluxed for 20 hours. Water (50 mL) was added and the mixture was stirred for 10 min. The product was extracted with EtOAc and the organic layer was washed with saturated NaHCO3 ... Yields the product COC(=O)c1ccc(C(=O)O)cc1Br. RXN SMILES: [Br:1][c:2]1[c:3]([C:4](=[O:5])[O:6][CH3:7])[cH:8][cH:9][c:10]([CH3:12])[cH:11]1.[C:37]([OH:38])([CH3:39])([CH3:40])[CH3:41].[K+:18].[Mn:13](=[O:14])([O-:15])(=[O:16])=[O:17].[O:19]1[CH2:20][CH2:21][O:22][CH2:23][CH2:24][O:25][CH2:26][CH2:27][O:28][CH2:29][CH2:30][O:31][CH2:32][CH2:33][O:34][CH2:35][CH2:36]1.[OH2:42]>>[Br:1][c:2]1[c:3]([C:4](=[O:5])[O:6][CH3:7])[cH:8][cH:9][c:10]([C:12]([OH:14])=[O:42])[cH:11]1. Starting materials: COC(=O)c1ccc(C)cc1Br, CC(C)(C)O, [K+], O=[Mn](=O)(=O)[O-], C1COCCOCCOCCOCCOCCO1, O.